This data is from the Open Reaction Database (ORD), a public repository of structured organic reaction records. The task is: describe an organic reaction: reactants, conditions, products, and yield Reactants: OCc1ccc(Br)cc1Cl, CC(Cl)Cl, [Na+], [OH-], BrP(Br)Br. Yields the product Clc1cc(Br)ccc1CBr. As a reaction SMILES: [Br:5][c:6]1[cH:7][c:8]([Cl:14])[c:9]([CH2:12][OH:13])[cH:10][cH:11]1.[Cl:17][CH:18]([Cl:19])[CH3:20].[Na+:16].[OH-:15].[P:1]([Br:2])([Br:3])[Br:4]>>[Br:2][CH2:12][c:9]1[c:8]([Cl:14])[cH:7][c:6]([Br:5])[cH:11][cH:10]1. The reactants are COC(=O)c1cc(Br)cc([N+](=O)[O-])c1C, CCO, [Cl-], [Fe], [NH4+], O. RXN SMILES: [Br:1][c:2]1[cH:3][c:4]([N+:13]([O-:14])=[O:15])[c:5]([CH3:12])[c:6]([C:7](=[O:8])[O:9][CH3:10])[cH:11]1.[CH3:18][CH2:19][OH:20].[Cl-:16].[Fe:22].[NH4+:17].[OH2:21]>>[Br:1][c:2]1[cH:3][c:4]([NH2:13])[c:5]([CH3:12])[c:6]([C:7](=[O:8])[O:9][CH3:10])[cH:11]1. The product is COC(=O)c1cc(Br)cc(N)c1C. Reactants: NC1=NC2=NC(=CC=C2C=C1)Cl (2-amino-7-chloro-1,8-naphthyridine), ClC=1C=C(C=CC1Cl)O (3,4-dichlorophenol), [OH-].[K+] (potassium hydroxide). Run at temperature 125 celsius. Yields the product NC1=NC2=NC(=CC=C2C=C1)OC1=CC(=C(C=C1)Cl)Cl (2-amino-7-(3,4-dichlorophenoxy)-1,8-naphthyridine). The yield is 58.8%. As a reaction SMILES: [NH2:1][C:2]1[CH:11]=[CH:10][C:9]2[C:4](=[N:5][C:6](Cl)=[CH:7][CH:8]=2)[N:3]=1.[Cl:13][C:14]1[CH:15]=[C:16]([OH:21])[CH:17]=[CH:18][C:19]=1[Cl:20].[OH-].[K+]>>[NH2:1][C:2]1[CH:11]=[CH:10][C:9]2[C:4](=[N:5][C:6]([O:21][C:16]3[CH:17]=[CH:18][C:19]([Cl:20])=[C:14]([Cl:13])[CH:15]=3)=[CH:7][CH:8]=2)[N:3]=1 |f:2.3|. Procedure: The procedure is similar to that described in Example 24, but starting with 2-amino-7-chloro-1,8-naphthyridine (17.95 g), 3,4-dichlorophenol (65.2 g) and potassium hydroxide pellets (85% pure; 13.2 g), heating to 125° C. for 22 hours. On recrystallization in acetonitrile (1500 cc) of the crude product obtained, 2-amino-7-(3,4-dichlorophenoxy)-1,8-naphthyridine (18 g), m.p. 206° C., is obtained.